Dataset: the Open Reaction Database (ORD), a public repository of structured organic reaction records. Task: describe an organic reaction: reactants, conditions, products, and yield Starting materials: C1COCCO1, CCOC(C)=O, CC1(C)OB(c2cnn(C(CC#N)C3CC3)c2)OC1(C)C, COc1cnc(Cl)nc1Cl, [K+], [K+], [K+], O, O=P([O-])([O-])[O-], c1ccc(P(c2ccccc2)(c2ccccc2)[Pd](P(c2ccccc2)(c2ccccc2)c2ccccc2)(P(c2ccccc2)(c2ccccc2)c2ccccc2)P(c2ccccc2)(c2ccccc2)c2ccccc2)cc1. The product is COc1cnc(Cl)nc1-c1cnn(C(CC#N)C2CC2)c1. Reaction SMILES: [CH2:40]1[O:41][CH2:42][CH2:43][O:44][CH2:45]1.[CH3:47][CH2:48][O:49][C:50]([CH3:51])=[O:52].[CH:11]1([CH:14]([CH2:15][C:16]#[N:17])[n:18]2[n:19][cH:20][c:21]([B:23]3[O:24][C:25]([CH3:26])([CH3:27])[C:28]([CH3:29])([CH3:30])[O:31]3)[cH:22]2)[CH2:12][CH2:13]1.[Cl:1][c:2]1[n:3][cH:4][c:5]([O:9][CH3:10])[c:6]([Cl:8])[n:7]1.[K+:37].[K+:38].[K+:39].[OH2:46].[P:32]([O-:33])([O-:34])([O-:35])=[O:36].[cH:53]1[cH:54][cH:55][c:56]([P:57]([Pd:58]([P:59]([c:60]2[cH:61][cH:62][cH:63][cH:64][cH:65]2)([c:66]2[cH:67][cH:68][cH:69][cH:70][cH:71]2)[c:72]2[cH:73][cH:74][cH:75][cH:76][cH:77]2)([P:78]([c:79]2[cH:80][cH:81][cH:82][cH:83][cH:84]2)([c:85]2[cH:86][cH:87][cH:88][cH:89][cH:90]2)[c:91]2[cH:92][cH:93][cH:94][cH:95][cH:96]2)[P:97]([c:98]2[cH:99][cH:100][cH:101][cH:102][cH:103]2)([c:104]2[cH:105][cH:106][cH:107][cH:108][cH:109]2)[c:110]2[cH:111][cH:112][cH:113][cH:114][cH:115]2)([c:116]2[cH:117][cH:118][cH:119][cH:120][cH:121]2)[c:122]2[cH:123][cH:124][cH:125][cH:126][cH:127]2)[cH:128][cH:129]1>>[Cl:1][c:2]1[n:3][cH:4][c:5]([O:9][CH3:10])[c:6](-[c:21]2[cH:20][n:19][n:18]([CH:14]([CH:11]3[CH2:12][CH2:13]3)[CH2:15][C:16]#[N:17])[cH:22]2)[n:7]1. Product: C[S@@](=NC(C1=CN=CC(=C1)C#CC=1C=CC2=C(NC(O2)=O)C1)=O)(C1=CC=CC=C1)=O ((S)—N-[methyl(oxo)phenyl-λ6-sulfanylidene]-5-[(2-oxo-2,3-dihydro-1,3-benzoxazol-5-yl)ethynyl]nicotinamide). Yield: 40.5%. RXN SMILES: [CH3:1][S@:2](=[O:24])([C:18]1[CH:23]=[CH:22][CH:21]=[CH:20][CH:19]=1)=[N:3][C:4](=[O:17])[C:5]1[CH:10]=[C:9]([C:11]#[C:12][Si](C)(C)C)[CH:8]=[N:7][CH:6]=1.Br[C:26]1[CH:27]=[CH:28][C:29]2[O:33][C:32](=[O:34])[NH:31][C:30]=2[CH:35]=1>>[CH3:1][S@:2](=[O:24])([C:18]1[CH:23]=[CH:22][CH:21]=[CH:20][CH:19]=1)=[N:3][C:4](=[O:17])[C:5]1[CH:10]=[C:9]([C:11]#[C:12][C:26]2[CH:27]=[CH:28][C:29]3[O:33][C:32](=[O:34])[NH:31][C:30]=3[CH:35]=2)[CH:8]=[N:7][CH:6]=1. Procedure: In a manner similar to that described in Example 443, (S)—N-[methyl(oxo)phenyl-λ6-sulfanylidene]-5-[(trimethylsilyl)ethynyl]nicotinamide (150 mg, 0.42 mmol) and 5-bromo-2-benzoxazolinone (102 mg, 0.46 mmol) were reacted to give the title compound as light yellow solid (71 mg). Starting materials: C[S@@](=NC(C1=CN=CC(=C1)C#C[Si](C)(C)C)=O)(C1=CC=CC=C1)=O ((S)—N-[methyl(oxo)phenyl-λ6-sulfanylidene]-5-[(trimethylsilyl)ethynyl]nicotinamide), BrC=1C=CC2=C(NC(O2)=O)C1 (5-bromo-2-benzoxazolinone). Isolated yield 86.4%. RXN SMILES: [CH2:1]([C:16]([OH:18])=O)[CH:2]=[C:3]([CH2:5][CH2:6][CH:7]=[C:8]([CH2:10][CH2:11][CH:12]=[C:13]([CH3:15])[CH3:14])[CH3:9])[CH3:4].[CH2:19]([NH2:34])[CH:20]=[C:21]([CH2:23][CH2:24][CH:25]=[C:26]([CH2:28][CH2:29][CH:30]=[C:31]([CH3:33])[CH3:32])[CH3:27])[CH3:22].C1(P(N=[N+]=[N-])(C2C=CC=CC=2)=O)C=CC=CC=1.[Na+].[Cl-]>CN(C)C=O.O.C(N(CC)CC)C>[CH2:19]([NH:34][C:16]([CH2:1][CH:2]=[C:3]([CH2:5][CH2:6][CH:7]=[C:8]([CH2:10][CH2:11][CH:12]=[C:13]([CH3:14])[CH3:15])[CH3:9])[CH3:4])=[O:18])[CH:20]=[C:21]([CH2:23][CH2:24][CH:25]=[C:26]([CH2:28][CH2:29][CH:30]=[C:31]([CH3:33])[CH3:32])[CH3:27])[CH3:22] |f:3.4|. The product is C(C=C(C)CCC=C(C)CCC=C(C)C)NC(=O)CC=C(C)CCC=C(C)CCC=C(C)C (N-Farnesyl farnesyl carboxamide). Conditions: time 8 hour. Solvent: CN(C=O)C (dimethylformamide), C(C)N(CC)CC (triethylamine), O (water), CN(C=O)C (dimethylformamide), CN(C=O)C (dimethylformamide). The reactants are C1(=CC=CC=C1)P(=O)(C1=CC=CC=C1)N=[N+]=[N-] (diphenylphosphorylazide), [Na+].[Cl-] (table salt), C(C=C(C)CCC=C(C)CCC=C(C)C)C(=O)O (farnesyl carboxylic acid), C(C=C(C)CCC=C(C)CCC=C(C)C)N (farnesylamine). Procedure details: To a mixture of farnesyl carboxylic acid (7.15 g) and farnesylamine (6.95 g) in 20 ml of dimethylformamide was added at 0° C. to a solution of diphenylphosphorylazide (7.62 g) in 7 ml of dimethylformamide. Next, to this mixture was added a solution of triethylamine (3.20 g) in dimethylformamide (3 ml). The reaction mixture was kept at room temperature overnight and poured into water (900 ml). After adding table salt, this mixture was extracted with ethyl acetate. The organic phase was worked up ... As a reaction SMILES: [H-].[Na+].C(O[C:12]1[CH:13]=[C:14]([C:19]2[C:20](O)=[CH:21][CH:22]=[CH:23][CH:24]=2)[C:15]([OH:18])=[CH:16][CH:17]=1)CCCCCCC.I[CH2:27][CH:28]1[CH2:34][CH2:33][C:32]([CH3:36])([CH3:35])[O:31][C:29]1=[O:30]>CN(C)C=O>[CH2:15]([O:18][C:22]1[CH:23]=[CH:24][C:19]([C:14]2[C:15]([O:18][CH2:27][C@H:28]3[CH2:34][CH2:33][C:32]([CH3:36])([CH3:35])[O:31][C:29]3=[O:30])=[CH:16][CH:17]=[CH:12][CH:13]=2)=[CH:20][CH:21]=1)[CH2:14][CH2:19][CH2:24][CH2:23][CH2:22][CH2:21][CH3:20].[CH2:15]([O:18][C:22]1[CH:23]=[CH:24][C:19]([C:14]2[C:15]([O:18][CH2:27][C@@H:28]3[CH2:34][CH2:33][C:32]([CH3:36])([CH3:35])[O:31][C:29]3=[O:30])=[CH:16][CH:17]=[CH:12][CH:13]=2)=[CH:20][CH:21]=1)[CH2:14][CH2:19][CH2:24][CH2:23][CH2:22][CH2:21][CH3:20] |f:0.1|. The reactants are C(CCCCCCC)OC=1C=C(C(=CC1)O)C=1C(=CC=CC1)O (4'-octyloxybiphenol), [H-].[Na+] (sodium hydride), resultant solution, ICC1C(=O)OC(CC1)(C)C (2-iodomethyl-5,5-dimethyl-δ-valerolactone), ice water. Conditions: time 1 hour. Solvent: CN(C=O)C (dimethylformamide), CN(C=O)C (dimethylformamide). The product is C(CCCCCCC)OC1=CC=C(C=C1)C=1C(=CC=CC1)OC[C@@H]1C(=O)OC(CC1)(C)C ((2R)-2-(4 '-octyloxybiphenyloxymethyl)-5,5-dimethyl-δ-valerolactone), C(CCCCCCC)OC1=CC=C(C=C1)C=1C(=CC=CC1)OC[C@H]1C(=O)OC(CC1)(C)C ((2S)-2-(4'-octyloxybiphenyloxymethyl)-5,5-dimethyl-δ-valerolactone). Procedure details: Thereafter, 0.09 g of 60% sodium hydride was suspended in 5 ml of dimethylformamide, and a solution of 0.63 g of 4'-octyloxybiphenol in 5 ml of dimethylformamide was added to the suspension, and the mixture was stirred at room temperature for 1 hr to conduct a reaction. To the resultant solution was added 0.60 g of 2-iodomethyl-5,5-dimethyl-δ-valerolactone, and stirring was continued at room temperature for two days to conduct a reaction. The reaction mixture was poured into ice water, and the r...